Dataset: the Open Reaction Database (ORD), a public repository of structured organic reaction records. Task: describe an organic reaction: reactants, conditions, products, and yield Product: c1ccc(CN2CCC3CC3(CNc3ccccc3)C2)cc1. As a reaction SMILES: [C:24]([OH:25])(=[O:26])[CH3:27].[CH2:1]([c:2]1[cH:3][cH:4][cH:5][cH:6][cH:7]1)[N:8]1[CH2:9][C:10]2([CH:15]=[O:16])[CH2:11][CH:12]2[CH2:13][CH2:14]1.[CH3:28][OH:29].[NH2:17][c:18]1[cH:19][cH:20][cH:21][cH:22][cH:23]1>>[CH2:1]([c:2]1[cH:3][cH:4][cH:5][cH:6][cH:7]1)[N:8]1[CH2:9][C:10]2([CH2:15][NH:17][c:18]3[cH:19][cH:20][cH:21][cH:22][cH:23]3)[CH2:11][CH:12]2[CH2:13][CH2:14]1. Reactants: CC(=O)O, O=CC12CC1CCN(Cc1ccccc1)C2, CO, Nc1ccccc1. Procedure: The entitled compound was obtained as a colorless solid in the same method as in Example 197 or in accordance with the method or by combining it with an ordinary method but using 4-(2-fluoro-phenoxy)-5-(6-methanesulfonyl-pyridin-3-yloxy)-benzene-1,2-diamine obtained in Example 200 and pyrazine-2-carboxylic acid. The reactants are FC1=C(OC=2C=C(C(=CC2OC=2C=NC(=CC2)S(=O)(=O)C)N)N)C=CC=C1 (4-(2-fluoro-phenoxy)-5-(6-methanesulfonyl-pyridin-3-yloxy)-benzene-1,2-diamine), N1=C(C=NC=C1)C(=O)O (pyrazine-2-carboxylic acid). As a reaction SMILES: [F:1][C:2]1[CH:27]=[CH:26][CH:25]=[CH:24][C:3]=1[O:4][C:5]1[CH:6]=[C:7]([NH2:23])[C:8]([NH2:22])=[CH:9][C:10]=1[O:11][C:12]1[CH:13]=[N:14][C:15]([S:18]([CH3:21])(=[O:20])=[O:19])=[CH:16][CH:17]=1.[N:28]1[CH:33]=[CH:32][N:31]=[CH:30][C:29]=1[C:34](O)=O>>[F:1][C:2]1[CH:27]=[CH:26][CH:25]=[CH:24][C:3]=1[O:4][C:5]1[C:10]([O:11][C:12]2[CH:13]=[N:14][C:15]([S:18]([CH3:21])(=[O:19])=[O:20])=[CH:16][CH:17]=2)=[CH:9][C:8]2[NH:22][C:34]([C:29]3[CH:30]=[N:31][CH:32]=[CH:33][N:28]=3)=[N:23][C:7]=2[CH:6]=1. Yields the product FC1=C(OC2=CC3=C(NC(=N3)C3=NC=CN=C3)C=C2OC=2C=NC(=CC2)S(=O)(=O)C)C=CC=C1 (5-(2-Fluoro-phenoxy)-2-pyrazin-2-yl-6-(6-methanesulfonyl-pyridin-3-oxy)-1H-benzimidazole). Starting materials: BrC1=CC=C(C=C1)CC#N ((4-bromophenyl)acetonitrile), pure product, FC1=CC=C(C=C1)B(O)O (4-fluorophenylboronic acid), C([O-])([O-])=O.[Na+].[Na+] (sodium carbonate). Reagents/catalysts: C1(=CC=CC=C1)P(C1=CC=CC=C1)C1=CC=CC=C1.C1(=CC=CC=C1)P(C1=CC=CC=C1)C1=CC=CC=C1.C1(=CC=CC=C1)P(C1=CC=CC=C1)C1=CC=CC=C1.C1(=CC=CC=C1)P(C1=CC=CC=C1)C1=CC=CC=C1.[Pd] (palladium tetrakis(triphenylphosphine)). The product is FC1=CC=C(C=C1)C1=CC=C(C=C1)CC#N ((4′-fluoro-1,1′-biphenyl-4-yl)acetonitrile). RXN SMILES: Br[C:2]1[CH:7]=[CH:6][C:5]([CH2:8][C:9]#[N:10])=[CH:4][CH:3]=1.[F:11][C:12]1[CH:17]=[CH:16][C:15](B(O)O)=[CH:14][CH:13]=1.C(=O)([O-])[O-].[Na+].[Na+]>C1(P(C2C=CC=CC=2)C2C=CC=CC=2)C=CC=CC=1.C1(P(C2C=CC=CC=2)C2C=CC=CC=2)C=CC=CC=1.C1(P(C2C=CC=CC=2)C2C=CC=CC=2)C=CC=CC=1.C1(P(C2C=CC=CC=2)C2C=CC=CC=2)C=CC=CC=1.[Pd]>[F:11][C:12]1[CH:17]=[CH:16][C:15]([C:2]2[CH:7]=[CH:6][C:5]([CH2:8][C:9]#[N:10])=[CH:4][CH:3]=2)=[CH:14][CH:13]=1 |f:2.3.4,5.6.7.8.9|. Procedure details: The method described in Example 3 (step 3.2.) is used. Starting from 4.12 g (32.48 mmol) of (4-bromophenyl)acetonitrile, 5 g (35.73 mmol) of 4-fluorophenylboronic acid, 32.48 ml (64.96 mmol) of aqueous sodium carbonate (2M) solution and 1.24 g (1.07 mmol) of palladium tetrakis(triphenylphosphine), 3.3 g of pure product are obtained in the form of a white solid, following chromatography on silica gel, eluting with a 15/85 mixture of ethyl acetate and cyclohexane. Starting materials: C(C)N(C(=O)C=1[C@@H]2[C@@H]([C@@H](OC1)OC(NC)=O)[C@@]1([C@H](C2)O1)C)CC ((1S,4aS,6S,7R,7aR)-6,7-epoxy-1,4a,5,6,7,7a-hexahydro-7-methyl-1-(methylcarbamoyloxy) cyclopenta [c]-pyrane-4-carboxylic acid diethylamide), CN(C(=O)C=1[C@@H]2[C@@H]([C@@H](OC1)OC(NC)=O)[C@@H]1[C@H](C2)O1)C ((1S,4aS,6S,7R,7aR)-6,7-epoxy-1,4a,5,6,7,7a-hexahydro-1-(methylcarbamoyloxy) cyclopenta [c]-pyrane-4-carboxylic acid dimethylamide). The product is N1(CCCC1)NC(=O)C=1[C@@H]2[C@@H]([C@@H](OC1)OC(NC)=O)[C@@]1([C@H](C2)O1)C ((1S,4aS,6S,7R,7aR)-6,7-epoxy-1,4a,5,6,7,7a-hexahydro-7-methyl-1-(methylcarbamoyloxy) cyclopenta [c]-pyrane-4-carboxylic acid pyrrolidylamide), C(C1=CC=CC=C1)NC(=O)C=1[C@@H]2[C@@H]([C@@H](OC1)OC(NC)=O)[C@@]1([C@H](C2)O1)C ((1S,4aS,6S,7R,7aR)-6,7-epoxy-1,4a,5,6,7,7a-hexahydro-7-methyl-1-(methylcarbamoyloxy) cyclopenta [c]-pyrane-4-carboxylic acid benzylamide), O1[C@H]2C[C@H]3[C@@H]([C@@H](OC=C3C(=O)O)OC(NC)=O)[C@]21C ((1S,4aS,6S,7R,7aR)-6,7-epoxy-1,4a,5,6,7,7a-hexahydro-7-methyl-1-(methylcarbamoyloxy) cyclopenta [c]-pyrane-4-carboxylic acid). Reaction SMILES: C[N:2]([CH3:20])[C:3]([C:5]1[C@H:6]2C[C@@H]3O[C@@H]3[C@@H:7]2[C@H:8](OC(=O)NC)OC=1)=[O:4].[CH2:21]([N:23](CC)[C:24]([C:26]1[C@H:27]2[CH2:39][C@@H:38]3[O:40][C@:37]3([CH3:41])[C@@H:28]2[C@H:29]([O:32][C:33](=[O:36])[NH:34][CH3:35])[O:30][CH:31]=1)=[O:25])[CH3:22]>>[N:2]1([NH:23][C:24]([C:26]2[C@H:27]3[CH2:39][C@@H:38]4[O:40][C@:37]4([CH3:41])[C@@H:28]3[C@H:29]([O:32][C:33](=[O:36])[NH:34][CH3:35])[O:30][CH:31]=2)=[O:25])[CH2:3][CH2:5][CH2:6][CH2:20]1.[CH2:21]([NH:23][C:24]([C:26]1[C@H:27]2[CH2:39][C@@H:38]3[O:40][C@:37]3([CH3:41])[C@@H:28]2[C@H:29]([O:32][C:33](=[O:36])[NH:34][CH3:35])[O:30][CH:31]=1)=[O:25])[C:22]1[CH:8]=[CH:7][CH:6]=[CH:5][CH:3]=1.[O:40]1[C@@:37]2([CH3:41])[C@@H:38]1[CH2:39][C@@H:27]1[C:26]([C:24]([OH:25])=[O:4])=[CH:31][O:30][C@@H:29]([O:32][C:33](=[O:36])[NH:34][CH3:35])[C@H:28]12. Procedure details: (1S,4aS,6S,7R,7aR)-6,7-epoxy-1,4a,5,6,7,7a-hexahydro-1-(methylcarbamoyloxy) cyclopenta [c]-pyrane-4-carboxylic acid dimethylamide (Table 4, Compound No. 18), (1S,4aS,6S,7R,7aR)-6,7-epoxy-1,4a,5,6,7,7a-hexahydro-7-methyl-1-(methylcarbamoyloxy) cyclopenta [c]-pyrane-4-carboxylic acid diethylamide (Table 4, Compound No. 19), (1S,4aS,6S,7R,7aR)-6,7-epoxy-1,4a,5,6,7,7a-hexahydro-7-methyl-1-(methylcarbamoyloxy) cyclopenta [c]-pyrane-4-carboxylic acid pyrrolidylamide (Table 5, Compound No. 25), and (1S...